Dataset: the Open Reaction Database (ORD), a public repository of structured organic reaction records. Task: describe an organic reaction: reactants, conditions, products, and yield The reactants are ClC(=O)OC1=CC=CC=C1 (Phenyl chloroformate), CCCCC=O (n-valeraldehyde), ClCCCl (1,2-dichloroethane), N1=CC=CC=C1 (pyridine). Run at temperature 80 celsius, time 1 day. Product: C(OC(CCCC)Cl)(OC1=CC=CC=C1)=O (1-Chloropentyl Phenyl Carbonate). RXN SMILES: Cl[C:2]([O:4][C:5]1[CH:10]=[CH:9][CH:8]=[CH:7][CH:6]=1)=[O:3].[CH3:11][CH2:12][CH2:13][CH2:14][CH:15]=[O:16].N1C=CC=CC=1.[Cl:23]CCCl>>[C:2](=[O:3])([O:4][C:5]1[CH:10]=[CH:9][CH:8]=[CH:7][CH:6]=1)[O:16][CH:15]([Cl:23])[CH2:14][CH2:13][CH2:12][CH3:11]. Procedure details: Phenyl chloroformate (2.0 g, 12.8 mmol) and n-valeraldehyde (1.3 g, 15.1 mmol) were dissolved in 1,2-dichloroethane (10 ml) and pyridine (0.06 g, 0.76 mmol) was added dropwise to the stirred solution. Stirred at 80° C. for 1 day. Washed with water (10 ml), dried (MgSO4) and concentrated. Purified by flash chromatography (Silikagel 60, petroleum ether/ethyl acetate 95:5). Yield: 0.26 g GC/MS: 242.0 (M+). Starting materials: C(C1=CC=CC=C1)(=O)OOC(C1=CC=CC=C1)=O (benzoyl peroxide), C1(=CC=C(C=C1)N1C(C2=CC=CC=C2C1=O)=O)C (2-p-tolylisoindol-1,3-dione), BrN1C(CCC1=O)=O (N-bromosuccinimide). Solvent: C(Cl)(Cl)(Cl)Cl (carbon tetrachloride). Product: BrCC1=CC=C(C=C1)N1C(C2=CC=CC=C2C1=O)=O.[Br-] (bromide 2-(4-bromomethylphenyl)isoindol-1,3-dione). Yield: 121.8%. RXN SMILES: [C:1]1([CH3:18])[CH:6]=[CH:5][C:4]([N:7]2[C:15](=[O:16])[C:14]3[C:9](=[CH:10][CH:11]=[CH:12][CH:13]=3)[C:8]2=[O:17])=[CH:3][CH:2]=1.[Br:19]N1C(=O)CCC1=O.C(OOC(=O)C1C=CC=CC=1)(=O)C1C=CC=CC=1>C(Cl)(Cl)(Cl)Cl>[Br:19][CH2:18][C:1]1[CH:2]=[CH:3][C:4]([N:7]2[C:15](=[O:16])[C:14]3[C:9](=[CH:10][CH:11]=[CH:12][CH:13]=3)[C:8]2=[O:17])=[CH:5][CH:6]=1.[Br-:19] |f:4.5|. Reported procedure: To a mixture of 2-p-tolylisoindol-1,3-dione (A) (4.0 g, 17 mmol) and N-bromosuccinimide (3.0 g, 17 mmol) there were added carbon tetrachloride (70 mL) and benzoyl peroxide (8 mL) and the mixture was heated to the boil under halogen radiation over a period of 2 h. The resulting reaction solution was concentrated. The residue was stirred with chloroform (300 mL) with heating for 15 min and the mixture then filtered hot for isolation of the resulting solid matter. The filtrate was concentrated in v... Starting materials: O(C1=CC=CC=C1)C(=C[N+](=O)[O-])OC1=CC=CC=C1 (1,1-diphenoxy-2-nitroethene), NCCSCC=1N=C(SC1)CN(C)C (4-[[(2-aminoethyl)thio]methyl]-N,N-dimethyl-2-thiazolemethanamine). The solvent is O1CCCC1 (tetrahydrofuran), C(C)(C)O (isopropyl alcohol). Reaction conditions: temperature 25 celsius, time 1 hour. Product: CN(C)CC=1SC=C(N1)CSCCNC(=C[N+](=O)[O-])OC1=CC=CC=C1 (N-[2-[[[2-[(dimethylamino)methyl]-4-thiazolyl]methyl]thio]ethyl]-2-nitro-1-phenoxy-1-etheneamine). RXN SMILES: O([C:8]([O:13][C:14]1[CH:19]=[CH:18][CH:17]=[CH:16][CH:15]=1)=[CH:9][N+:10]([O-:12])=[O:11])C1C=CC=CC=1.[NH2:20][CH2:21][CH2:22][S:23][CH2:24][C:25]1[N:26]=[C:27]([CH2:30][N:31]([CH3:33])[CH3:32])[S:28][CH:29]=1>O1CCCC1.C(O)(C)C>[CH3:33][N:31]([CH2:30][C:27]1[S:28][CH:29]=[C:25]([CH2:24][S:23][CH2:22][CH2:21][NH:20][C:8]([O:13][C:14]2[CH:15]=[CH:16][CH:17]=[CH:18][CH:19]=2)=[CH:9][N+:10]([O-:12])=[O:11])[N:26]=1)[CH3:32]. Procedure: A solution of 7.07 g (27.5 mmol) of 1,1-diphenoxy-2-nitroethene in 70 ml of tetrahydrofuran was stirred at 25° C. To this solution was added a mixture of 6.83 g (27.5 mmol) of 93% pure 4-[[(2-aminoethyl)thio]methyl]-N,N-dimethyl-2-thiazolemethanamine in 100 ml of isopropyl alcohol. The reaction mixture was stirred for approximately one hour at 25° C. and the progress of the reaction was followed by thin-layer chromatography to provide N-[2-[[[2-[(dimethylamino)methyl]-4-thiazolyl]methyl]thio]eth...